This data is from the Open Reaction Database (ORD), a public repository of structured organic reaction records. The task is: describe an organic reaction: reactants, conditions, products, and yield Reactants: N (ammonia), ClC1=CC=2C=3N(C(=NC2C=C1)SC)N=C(N3)C=3OC=CC3 (9-chloro-2-(2-furyl)-5-methylthio[1,2,4]triazolo[1,5-c]quinazoline). Solvent: [OH-].[NH4+] (ammonium hydroxide). The product is ClC1=CC=2C=3N(C(NC2C=C1)=N)N=C(N3)C=3OC=CC3 (9-chloro-2-(2-furyl)-5-imino-5,6-dihydro-[1,2,4]triazolo[1,5-c]quinazoline). RXN SMILES: [NH3:1].[Cl:2][C:3]1[CH:12]=[CH:11][C:10]2[N:9]=[C:8](SC)[N:7]3[N:15]=[C:16]([C:18]4[O:19][CH:20]=[CH:21][CH:22]=4)[N:17]=[C:6]3[C:5]=2[CH:4]=1>[OH-].[NH4+]>[Cl:2][C:3]1[CH:12]=[CH:11][C:10]2[NH:9][C:8](=[NH:1])[N:7]3[N:15]=[C:16]([C:18]4[O:19][CH:20]=[CH:21][CH:22]=4)[N:17]=[C:6]3[C:5]=2[CH:4]=1 |f:2.3|. Procedure details: A mixture of concentrated aqueous ammonium hydroxide (300 ml) saturated with ammonia gas at 0° and 9-chloro-2-(2-furyl)-5-methylthio[1,2,4]triazolo[1,5-c]quinazoline (5.7 g) in a stainless steel pressure vessel is heated at an outside temperature of 150° over 18 hours, during which time the pressure rises to 250 p.s.i. The reaction mixture is cooled and the solid material collected, washed with water and air dried. The 9-chloro-2-(2-furyl)-5-imino-5,6-dihydro-[1,2,4]triazolo[1,5-c]quinazoline th... Starting materials: Brc1cccc(SCCN2CCCC2)c1, CC(=O)[O-], CC(=O)[O-], CC(C)(C)[O-], COc1ccc(Cl)c(-c2cc(C)c3nc(N)nnc3c2)c1, [K+], C1COCCO1, [Pd+2]. Product: COc1ccc(Cl)c(-c2cc(C)c3nc(Nc4cccc(SCCN5CCCC5)c4)nnc3c2)c1. RXN SMILES: [Br:22][c:23]1[cH:24][c:25]([S:29][CH2:30][CH2:31][N:32]2[CH2:33][CH2:34][CH2:35][CH2:36]2)[cH:26][cH:27][cH:28]1.[C:49]([O-:50])(=[O:51])[CH3:52].[C:54]([O-:55])(=[O:56])[CH3:57].[CH3:37][C:38]([CH3:39])([O-:40])[CH3:41].[Cl:1][c:2]1[c:3](-[c:10]2[cH:11][c:12]3[c:13]([n:14][c:15]([NH2:18])[n:16][n:17]3)[c:19]([CH3:21])[cH:20]2)[cH:4][c:5]([O:8][CH3:9])[cH:6][cH:7]1.[K+:42].[O:43]1[CH2:44][CH2:45][O:46][CH2:47][CH2:48]1.[Pd+2:53]>>[Cl:1][c:2]1[c:3](-[c:10]2[cH:11][c:12]3[c:13]([n:14][c:15]([NH:18][c:23]4[cH:24][c:25]([S:29][CH2:30][CH2:31][N:32]5[CH2:33][CH2:34][CH2:35][CH2:36]5)[cH:26][cH:27][cH:28]4)[n:16][n:17]3)[c:19]([CH3:21])[cH:20]2)[cH:4][c:5]([O:8][CH3:9])[cH:6][cH:7]1.